From a dataset of the Open Reaction Database (ORD), a public repository of structured organic reaction records. describe an organic reaction: reactants, conditions, products, and yield Reactants: COC([C@H](C)N(CC=O)C(=O)OCC1=CC=CC=C1)=O ((S)-2-[benzyloxycarbonyl-(2-oxo-ethyl)-amino]-propionic acid methyl ester), COC([C@H](C)N(CC=O)C(=O)OCC1=CC=CC=C1)=O ((S)-2-[benzyloxycarbonyl-(2-oxo-ethyl)-amino]-propionic acid methyl ester), N[C@H](CO)CCO ((S)-2-amino-butane-1,4-diol), C(C1=CC=CC=C1)OC(=O)N1CC2OCC[C@H](N2C([C@@H]1C)=O)CO ((4S,7S)-4-hydroxymethyl-7-methyl-6-oxo-hexahydro-pyrazino[2,1-b][1,3]oxazine-8-carboxylic acid benzyl ester). Yields the product C(C1=CC=CC=C1)OC(=O)N1CC2N(C([C@@H]1C)=O)[C@H](CO2)CCO ((3S,6S)-3-(2-Hydroxy-ethyl)-6-methyl-5-oxo-hexahydro-oxazolo[3,2-a]pyrazine-7-carboxylic acid benzyl ester). Reaction SMILES: COC(=O)[C@@H](N(C(OCC1C=CC=CC=1)=O)CC=O)C.N[C@@H](CCO)CO.[CH2:28]([O:35][C:36]([N:38]1[C@@H:47]([CH3:48])[C:46](=[O:49])[N:45]2[CH:40]([O:41][CH2:42][CH2:43][C@H:44]2[CH2:50][OH:51])[CH2:39]1)=[O:37])[C:29]1[CH:34]=[CH:33][CH:32]=[CH:31][CH:30]=1>>[CH2:28]([O:35][C:36]([N:38]1[C@@H:47]([CH3:48])[C:46](=[O:49])[N:45]2[C@@H:43]([CH2:44][CH2:50][OH:51])[CH2:42][O:41][CH:40]2[CH2:39]1)=[O:37])[C:29]1[CH:34]=[CH:33][CH:32]=[CH:31][CH:30]=1. Procedure details: Condensation of (S)-2-[benzyloxycarbonyl-(2-oxo-ethyl)-amino]-propionic acid methyl ester (intermediate 1) with (S)-2-amino-butane-1,4-diol in analogy with examples 1/2F produced a nearly statistical mixture of the title compound [light yellow gum, MS: 335.5 (M+H)+] and (4S,7S)-4-hydroxymethyl-7-methyl-6-oxo-hexahydro-pyrazino[2,1-b][1,3]oxazine-8-carboxylic acid benzyl ester [light yellow gum, MS: 335.4 (M+H)|], which were separated by column chromatography (SiO2; DCM→DCM/MeOH/25% aq. ammonia s... The reactants are [I-].[Li+] (lithium iodide), COC1=C(C(=CC=C1)OC)C=1C2=CC=CC=C2C(=C2C=CC=CC12)C1=C(C=CC=C1OC)OC (9,10-bis(2,6-dimethoxyphenyl)anthracene), Cl (HCl). Solvent: CN1CCCC1=O (NMP). Reaction conditions: temperature 190 celsius, time 48 hour. Product: OC1=C(C(=CC=C1)O)C=1C2=CC=CC=C2C(=C2C=CC=CC12)C1=C(C=CC=C1O)O (9,10-Bis(2,6-bishydroxyphenyl)anthracene). As a reaction SMILES: C[O:2][C:3]1[CH:8]=[CH:7][CH:6]=[C:5]([O:9]C)[C:4]=1[C:11]1[C:12]2[C:17]([C:18]([C:25]3[C:30]([O:31]C)=[CH:29][CH:28]=[CH:27][C:26]=3[O:33]C)=[C:19]3[C:24]=1[CH:23]=[CH:22][CH:21]=[CH:20]3)=[CH:16][CH:15]=[CH:14][CH:13]=2.[I-].[Li+].Cl>CN1C(=O)CCC1>[OH:2][C:3]1[CH:8]=[CH:7][CH:6]=[C:5]([OH:9])[C:4]=1[C:11]1[C:24]2[C:19]([C:18]([C:25]3[C:26]([OH:33])=[CH:27][CH:28]=[CH:29][C:30]=3[OH:31])=[C:17]3[C:12]=1[CH:13]=[CH:14][CH:15]=[CH:16]3)=[CH:20][CH:21]=[CH:22][CH:23]=2 |f:1.2|. Procedure: 22.5 g (50 mmol) of 9,10-bis(2,6-dimethoxyphenyl)anthracene are dissolved in 500 ml of NMP, 107.1 g (800 mmol) of lithium iodide (anhydrous) are added, and the mixture is stirred at 190° C. for 48 h. After cooling, the reaction mixture is introduced into 2000 ml of 1N HCl with stirring. The precipitated solid is filtered off and washed three times with 200 ml of water each time and then three times with 100 ml of ethanol each time. Finally, the product is recrystallised from DMSO (15 ml/g) and d... The reactants are O=[N+]([O-])c1ccc(OCc2ccc(C3CCCC3)c(C(F)(F)F)c2)cc1, [Cl-], [NH4+], [Zn]. Yields the product Nc1ccc(OCc2ccc(C3CCCC3)c(C(F)(F)F)c2)cc1, Cl. Reaction SMILES: [CH:1]1([c:6]2[c:7]([C:23]([F:24])([F:25])[F:26])[cH:8][c:9]([CH2:12][O:13][c:14]3[cH:15][cH:16][c:17]([N+:20]([O-:21])=[O:22])[cH:18][cH:19]3)[cH:10][cH:11]2)[CH2:2][CH2:3][CH2:4][CH2:5]1.[Cl-:27].[NH4+:28].[Zn:29]>>[CH:1]1([c:6]2[c:7]([C:23]([F:24])([F:25])[F:26])[cH:8][c:9]([CH2:12][O:13][c:14]3[cH:15][cH:16][c:17]([NH2:20])[cH:18][cH:19]3)[cH:10][cH:11]2)[CH2:2][CH2:3][CH2:4][CH2:5]1.[ClH:27]. Starting materials: ClC1=CC(=C(C=C1Cl)N)N (4,5-dichloro-o-phenylenediamine), O=C(C(=O)OCC)C(=O)OCC (diethyl 2-ketomalonate). Solvent: C(C)O (ethanol). The product is ClC=1C=C2NC(C(=NC2=CC1Cl)C(=O)OCC)=O (ethyl 6,7-dichloro-3,4-dihydro-3-oxo-2-quinoxaline carboxylate). Reaction SMILES: [Cl:1][C:2]1[C:7]([Cl:8])=[CH:6][C:5]([NH2:9])=[C:4]([NH2:10])[CH:3]=1.O=[C:12]([C:18](OCC)=[O:19])[C:13]([O:15][CH2:16][CH3:17])=[O:14]>C(O)C>[Cl:1][C:2]1[CH:3]=[C:4]2[C:5](=[CH:6][C:7]=1[Cl:8])[N:9]=[C:12]([C:13]([O:15][CH2:16][CH3:17])=[O:14])[C:18](=[O:19])[NH:10]2. Reported procedure: A solution of 17.7 g. of 4,5-dichloro-o-phenylenediamine in 200 ml. of anhydrous ethanol was prepared. A 17.4 g. batch of diethyl 2-ketomalonate were added to this solution and the mixture was heated to refluxing temperature for about 17 hours. The volatile constituents were removed by evaporation in vacuo. Recrystallization of the residue from ethanol yielded 20 g. of ethyl 6,7-dichloro-3,4-dihydro-3-oxo-2-quinoxaline carboxylate formed in the above reaction, melting in the range 226°-227° C.